From a dataset of the Open Reaction Database (ORD), a public repository of structured organic reaction records. describe an organic reaction: reactants, conditions, products, and yield The reactants are S(=O)(=O)(C1=CC=C(C)C=C1)OC1CC2N(C3=C(CC4=C2C=CC=C4)C=CC=C3)CC1 (2-tosyloxy-1,2,3,4,10,14b-hexahydro-pyridino[1,2-a]-dibenzo [c,f]-azepine), C(#N)C1CC2N(C3=C(CC4=C2C=CC=C4)C=CC=C3)CC1 (2-cyano-1,2,3,4,10,14b-hexahydro-pyridino [1,2-a]-dibenzo[c,f]-azepine), S(=O)(=O)(C1=CC=C(C)C=C1)OC1CC2N(C3=C(CC4=C2C=CC=C4)C=CC=C3)CC1 (2-tosyloxy-1,2,3,4,10,14b-hexahydro-pyridino[1,2-a]-dibenzo [c,f]-azepine), O (water). The solvent is CCOCC (ether), C1CCOC1 (THF). The product is NCC1CC2N(C3=C(CC4=C2C=CC=C4)C=CC=C3)CC1 (2-aminomethyl-1,2,3,4,10,14b-hexahydro-pyridino[1,2-a]-dibenzo [c,f]-azepine). As a reaction SMILES: S(OC1CCN2C3C=CC=CC=3CC3C=CC=CC=3C2C1)(C1C=CC(C)=CC=1)(=O)=O.[C:31]([CH:33]1[CH2:51][CH2:50][N:36]2[C:37]3[CH:49]=[CH:48][CH:47]=[CH:46][C:38]=3[CH2:39][C:40]3[CH:45]=[CH:44][CH:43]=[CH:42][C:41]=3[CH:35]2[CH2:34]1)#[N:32].O>CCOCC.C1COCC1>[NH2:32][CH2:31][CH:33]1[CH2:51][CH2:50][N:36]2[C:37]3[CH:49]=[CH:48][CH:47]=[CH:46][C:38]=3[CH2:39][C:40]3[CH:45]=[CH:44][CH:43]=[CH:42][C:41]=3[CH:35]2[CH2:34]1. Reported procedure: To a suspension of 10 g LiAlH 4 in 400 ml of dry ether a solution of 8 g of 2-cyano-1,2,3,4,10,14b-hexahydro-pyridino [1,2-a]-dibenzo[c,f]-azepine (axial) in 300 ml of THF is added. Then the mixture is refluxed for 30 minutes, whereupon it is cooled by means of ice. After that 40 ml of water are added to the mixture carefully so as to hydrolyse the excess of LiAlH 4. The resulting precipitate is filtered off after which the filtrate is evaporated. The reactants are C1(=CC=CC=C1)C=1C=C(C=CC1)O (3-phenylphenol), Cl.O=C1C(CNCC1)C(=O)OC (methyl 4-oxo-3-piperidinecarboxylate hydrochloride). Product: C1(=CC=CC=C1)C1=CC2=C(C=C1)C1=C(CNCC1)C(O2)=O (8-Phenyl-1,2,3,4-tetrahydro-5H-[1]benzopyrano[3,4-c]pyridin-5-one). Yield: 54.1%. As a reaction SMILES: [C:1]1([C:7]2[CH:8]=[C:9]([OH:13])[CH:10]=[CH:11][CH:12]=2)[CH:6]=[CH:5][CH:4]=[CH:3][CH:2]=1.Cl.O=[C:16]1[CH2:21][CH2:20][NH:19][CH2:18][CH:17]1[C:22](OC)=[O:23]>>[C:1]1([C:7]2[CH:12]=[CH:11][C:10]3[C:16]4[CH2:21][CH2:20][NH:19][CH2:18][C:17]=4[C:22](=[O:23])[O:13][C:9]=3[CH:8]=2)[CH:2]=[CH:3][CH:4]=[CH:5][CH:6]=1 |f:1.2|. Procedure details: Prepared by the method described for Example 1 from 3-phenylphenol (17 g, 0.1 moles) and methyl 4-oxo-3-piperidinecarboxylate hydrochloride (19.3 g, 0.1 moles). The crude material is washed with water and dried to give the product (15 g), mp 250°-270° C. RXN SMILES: [NH:1]1[CH:5]=[C:4]([C:6]2[C:7]([C:11]3[CH:16]=[CH:15][CH:14]=[CH:13][CH:12]=3)=[N:8][O:9][CH:10]=2)[N:3]=[CH:2]1.[CH3:17][C:18]([C:20]1[CH:25]=[CH:24][C:23](F)=[CH:22][CH:21]=1)=[O:19].C(=O)([O-])[O-].[K+].[K+].Cl>CN(C=O)C>[C:11]1([C:7]2[C:6]([C:4]3[N:3]=[CH:2][N:1]([C:23]4[CH:24]=[CH:25][C:20]([C:18](=[O:19])[CH3:17])=[CH:21][CH:22]=4)[CH:5]=3)=[CH:10][O:9][N:8]=2)[CH:16]=[CH:15][CH:14]=[CH:13][CH:12]=1 |f:2.3.4|. Reaction conditions: temperature 120 celsius. Reactants: N1C=NC(=C1)C=1C(=NOC1)C1=CC=CC=C1 (4-(1H-imidazol-4-yl)-3-phenyl-isoxazole), CC(=O)C1=CC=C(C=C1)F (4-fluoroacetophenone), C([O-])([O-])=O.[K+].[K+] (potassium carbonate), Cl (HCl). The yield is 21.9%. Procedure details: To a solution of 4-(1H-imidazol-4-yl)-3-phenyl-isoxazole (106 mg, 0.5 mmol) in DMF (2.5 mL) was added 4-fluoroacetophenone (61 mL, 0.5 mmol) and potassium carbonate (138 mg, 1.0 mmol) and the resulting mixture heated at 120° C. overnight. The resulting mixture was then poured into HCl (1 N, 200 mL) and extracted with ethyl acetate which was then washed with brine, dried over sodium sulphate and evaporated. Purification by chromatography (SiO2, heptane:ethyl acetate=100:0 to 0:100) afforded the t... Product: C1(=CC=CC=C1)C1=NOC=C1C=1N=CN(C1)C1=CC=C(C=C1)C(C)=O (1-{4-[4-(3-Phenyl-isoxazol-4-yl)-imidazol-1-yl]-phenyl}-ethanone). Solvent: CN(C)C=O (DMF). The reactants are ClCC(COC=1C(=NC=CC1)Cl)O (1-chloro-3-(2-chloro-3-pyridyloxy)-2-propanol), CN1C(N(CC1)C1CCNCC1)=O (3-methyl-1-(4-piperidyl)-imidazolidin-2-one). Run in C(C)(C)O (isopropanol). The product is OC(CN1CCC(CC1)N1C(N(CC1)C)=O)COC=1C(=NC=CC1)Cl (1-{1-[2-hydroxy-3-(2-chloro-3-pyridyloxy)-propyl]-4-piperidyl}-3-methyl-imidazolidin-2-one). As a reaction SMILES: Cl[CH2:2][CH:3]([OH:13])[CH2:4][O:5][C:6]1[C:7]([Cl:12])=[N:8][CH:9]=[CH:10][CH:11]=1.[CH3:14][N:15]1[CH2:19][CH2:18][N:17]([CH:20]2[CH2:25][CH2:24][NH:23][CH2:22][CH2:21]2)[C:16]1=[O:26]>C(O)(C)C>[OH:13][CH:3]([CH2:4][O:5][C:6]1[C:7]([Cl:12])=[N:8][CH:9]=[CH:10][CH:11]=1)[CH2:2][N:23]1[CH2:22][CH2:21][CH:20]([N:17]2[CH2:18][CH2:19][N:15]([CH3:14])[C:16]2=[O:26])[CH2:25][CH2:24]1. Procedure: A mixture of 7.3 g of 1-chloro-3-(2-chloro-3-pyridyloxy)-2-propanol and 5.0 g of 3-methyl-1-(4-piperidyl)-imidazolidin-2-one is refluxed in 100 ml of isopropanol for 2 hours. Working up analogously to Example 1 yields oily 1-{1-[2-hydroxy-3-(2-chloro-3-pyridyloxy)-propyl]-4-piperidyl}-3-methyl-imidazolidin-2-one. Reactants: C(#N)C=1C=C(C=O)C=CC1 (3-Cyanobenzaldehyde), C(CC(=O)O)(=O)O (malonic acid). Product: C(#N)C=1C=C(C=CC(=O)O)C=CC1 (3-Cyanocinnamic acid). As a reaction SMILES: [C:1]([C:3]1[CH:4]=[C:5]([CH:8]=[CH:9][CH:10]=1)[CH:6]=O)#[N:2].C(O)(=O)[CH2:12][C:13]([OH:15])=[O:14]>>[C:1]([C:3]1[CH:4]=[C:5]([CH:8]=[CH:9][CH:10]=1)[CH:6]=[CH:12][C:13]([OH:15])=[O:14])#[N:2]. Reported procedure: 3-Cyanobenzaldehyde was reacted with malonic acid by the method described in Example 2(a) to give the title product, m.p. ca 240° C.